From a dataset of the Open Reaction Database (ORD), a public repository of structured organic reaction records. describe an organic reaction: reactants, conditions, products, and yield Starting materials: N(O)=C(C(=O)O)C1=CC=CC=C1 (α-oximinophenylacetic acid), S(O)(O)(=O)=O (sulfuric acid). The reagents and catalysts are C=O (formaldehyde). Run at time 8 hour. Yields the product final product, O=C(C(=O)O)C1=CC=CC=C1 (α-oxophenylacetic acid). RXN SMILES: N(=[C:3]([C:7]1[CH:12]=[CH:11][CH:10]=[CH:9][CH:8]=1)[C:4]([OH:6])=[O:5])O.S(=O)(=O)(O)[OH:14]>C=O>[O:14]=[C:3]([C:7]1[CH:12]=[CH:11][CH:10]=[CH:9][CH:8]=1)[C:4]([OH:6])=[O:5]. Procedure details: 3 Grams of α-oximinophenylacetic acid is dissolved in 9 ml of 37% formaldehyde containing a few drops of sulfuric acid. This is stirred overnight at RT, extracted with 3:1 ether:hexane, washed with brine, dried over sodium sulfate, stripped and distilled to yield the final product α-oxophenylacetic acid, b.p.=138°-141°/3.3 mm.